Dataset: the Open Reaction Database (ORD), a public repository of structured organic reaction records. Task: describe an organic reaction: reactants, conditions, products, and yield As a reaction SMILES: [CH2:3]1[C:4](=[O:14])[NH:5][CH2:6][CH2:7][c:8]2[c:9]1[cH:10][cH:11][cH:12][cH:13]2.[CH3:15][I:16].[H-:1].[Na+:2].[O:17]=[CH:18][N:19]([CH3:20])[CH3:21]>>[CH2:3]1[C:4](=[O:14])[N:5]([CH3:15])[CH2:6][CH2:7][c:8]2[c:9]1[cH:10][cH:11][cH:12][cH:13]2. The product is CN1CCc2ccccc2CC1=O. Starting materials: O=C1Cc2ccccc2CCN1, CI, [H-], [Na+], CN(C)C=O. The reactants are C(C)(=O)NCCC1=CC=CC=C1 (acetylphenethylamine), ice hydrochloric acid, [Cl-].COC(CCCC(=O)O)=O (glutaric acid methyl ester chloride), [Cl-].[Al+3].[Cl-].[Cl-] (aluminium chloride). Run in C(Cl)Cl (methylene chloride). Reaction conditions: temperature 0 celsius, time 1 hour. Yields the product O=C(CCCC(=O)OC)C1=CC=C(C=C1)CCNC(=O)C (Methyl 5-oxo-5-[4-(2-acetaminoethyl)-phenyl]-pentanoate). Reaction SMILES: [C:1]([NH:4][CH2:5][CH2:6][C:7]1[CH:12]=[CH:11][CH:10]=[CH:9][CH:8]=1)(=[O:3])[CH3:2].[Cl-].[CH3:14][O:15][C:16](=[O:23])[CH2:17][CH2:18][CH2:19][C:20](O)=[O:21].[Cl-].[Al+3].[Cl-].[Cl-]>C(Cl)Cl>[O:21]=[C:20]([C:10]1[CH:11]=[CH:12][C:7]([CH2:6][CH2:5][NH:4][C:1]([CH3:2])=[O:3])=[CH:8][CH:9]=1)[CH2:19][CH2:18][CH2:17][C:16]([O:15][CH3:14])=[O:23] |f:1.2,3.4.5.6|. Reported procedure: To a solution of 26.9 g. (0.165 mol) acetylphenethylamine (preparation see J. Am. Pharm. Assoc., 47, 353/1958) in 300 ml. methylene chloride is added dropwise first 30.0 g. (0.182 mol) glutaric acid methyl ester chloride and then 66.1 g. (0.495 mol) aluminium chloride are added portionwise thereto at 0° to 5° C. The reaction mixture is further stirred for 1 hour at 0° C., then allowed to warm up to ambient temperature and after 4 hours the reaction mixture is poured on to ice/hydrochloric acid. ... The reactants are Br.ClC1=C(C=C(C=C1)C1(N(C(SC1)=NC1=CC=C(C=C1)O)C)O)S(N(C)C)(=O)=O (4-(4-chloro-3-dimethylsulfamoylphenyl)-3-methyl-2-(4-hydroxyphenylimino)-thiazolidin-4-ol hydrobromide). The solvent is C(C)(=O)O (acetic acid). Yields the product Br.ClC1=C(C=C(C=C1)C=1N(C(SC1)=NC1=CC=C(C=C1)O)C)S(N(C)C)(=O)=O (4-(4-Chloro-3-dimethylsulfamoylphenyl)-2-(4-hydroxyphenylimino)-3-methyl-4-thiazoline hydrobromide). As a reaction SMILES: [BrH:1].[Cl:2][C:3]1[CH:8]=[CH:7][C:6]([C:9]2(O)[CH2:13][S:12][C:11](=[N:14][C:15]3[CH:20]=[CH:19][C:18]([OH:21])=[CH:17][CH:16]=3)[N:10]2[CH3:22])=[CH:5][C:4]=1[S:24](=[O:29])(=[O:28])[N:25]([CH3:27])[CH3:26]>C(O)(=O)C>[BrH:1].[Cl:2][C:3]1[CH:8]=[CH:7][C:6]([C:9]2[N:10]([CH3:22])[C:11](=[N:14][C:15]3[CH:16]=[CH:17][C:18]([OH:21])=[CH:19][CH:20]=3)[S:12][CH:13]=2)=[CH:5][C:4]=1[S:24](=[O:29])(=[O:28])[N:25]([CH3:26])[CH3:27] |f:0.1,3.4|. Procedure details: 5.23 g (0.01 mole) of 4-(4-chloro-3-dimethylsulfamoylphenyl)-3-methyl-2-(4-hydroxyphenylimino)-thiazolidin-4-ol hydrobromide in 70 ml of glacial acetic acid are heated in the course of 20 min. to boiling. After cooling, the crystallization is completed by addition of about 150 ml of diisopropyl ether, the mixture is stirred for a further hour at room temperature and filtered. Colorless crystals, m.p. 275°-279° C. (decomp.). Starting materials: NC(C(=O)OCC)CCC1=C(C=CC=C1)[N+](=O)[O-] (ethyl 2-amino-4-(2-nitrophenyl)butyrate), [H][H] (hydrogen). Reagents/catalysts: [Pd] (palladium on charcoal). Run in C(C)O (ethanol). The product is NC(C(=O)OCC)CCC1=C(C=CC=C1)N (ethyl 2-amino-4-(2-aminophenyl)butyrate). As a reaction SMILES: [NH2:1][CH:2]([CH2:8][CH2:9][C:10]1[CH:15]=[CH:14][CH:13]=[CH:12][C:11]=1[N+:16]([O-])=O)[C:3]([O:5][CH2:6][CH3:7])=[O:4].[H][H]>C(O)C.[Pd]>[NH2:1][CH:2]([CH2:8][CH2:9][C:10]1[CH:15]=[CH:14][CH:13]=[CH:12][C:11]=1[NH2:16])[C:3]([O:5][CH2:6][CH3:7])=[O:4]. Procedure: A solution of ethyl 2-amino-4-(2-nitrophenyl)butyrate (27 g) in ethanol (600 ml) was hydrogenated at room temperature and atmospheric pressure, using 10% palladium on charcoal (2.5 g) as catalyst, until hydrogen uptake ceased. The catalyst was filtered off and evaporation to dryness gave ethyl 2-amino-4-(2-aminophenyl)butyrate used without purification for the next synthetic step. Reactants: 1,2-HOPO, C1CCC(CC1)N=C=NC2CCCCC2 (DCC), bronze, OC1=CC=CC(=N1)C(=O)O (6-hydroxypicolinic acid), 1,2-HOPOBn, C1CCOC1 (THF), C1(=CC=CC=C1)C1=CC=C(CN)C=C1 (4-phenylbenzylamine). The solvent is C(Cl)Cl (methylene chloride). Reaction conditions: time 30 minute. The product is ON1C(C=CC=C1C(NCC1=CC=C(C=C1)C1=CC=CC=C1)=O)=O (1-Hydroxy-6-[(4-Phenylbenzyl)carbamoyl]-2-pyridinone). Isolated yield 80.0%. RXN SMILES: [OH:1][C:2]1[N:7]=[C:6]([C:8]([OH:10])=O)[CH:5]=[CH:4][CH:3]=1.C1C[O:14]CC1.C1CCC(N=C=NC2CCCCC2)CC1.[C:31]1([C:37]2[CH:44]=[CH:43][C:40]([CH2:41][NH2:42])=[CH:39][CH:38]=2)[CH:36]=[CH:35][CH:34]=[CH:33][CH:32]=1>C(Cl)Cl>[OH:14][N:7]1[C:6]([C:8](=[O:10])[NH:42][CH2:41][C:40]2[CH:39]=[CH:38][C:37]([C:31]3[CH:32]=[CH:33][CH:34]=[CH:35][CH:36]=3)=[CH:44][CH:43]=2)=[CH:5][CH:4]=[CH:3][C:2]1=[O:1]. Procedure: Synthesis of benzyl protected 1,2-HOPO acid (1,2-HOPOBn acid) (1-benzyloxy-6-carboxypyridin-2-one), from 6-hydroxypicolinic acid was performed as reported by Raymond et al. (J. Med. Chem., 45, 3963 (2002)) (yield=80%). 1,2-HOPOBn acid (760 mg, 3.1 mmol) was added to 50 ml THF and dissolved immediately to a slightly yellow solution. NHS (360 mg, 3.1 mmol) was added to this solution (no color change) and stirred under N2 for 30 mins. DCC (640 mg, 3.1 mmol) was then added to the flask (no color cha...